From a dataset of the Open Reaction Database (ORD), a public repository of structured organic reaction records. describe an organic reaction: reactants, conditions, products, and yield Yield: 72.5%. Reagents/catalysts: [Zn] (zinc). Procedure details: 200 mg of 17β-acetoxy-3β-benzoyloxy-7α-chloro-5,6β-epoxy-15β,16β-methylene-5β-androstane is stirred in 4 ml of acetic acid and 4 ml of propan-2-ol with 800 mg of zinc dust for 1 hour at 80° C. The mixture is filtered off from the zinc, washed with diethyl ether, and worked up analogously to Example 1. After chromatography and recrystallization from diisopropyl ether-acetone, 135 mg of 17β-acetoxy-3β-benzoyloxy-15β,16β-methylene-5β-androst-6-en-5-ol is obtained, mp 212°-212.5° C. Solvent: C(C)(=O)O (acetic acid). Reactants: C(C)(=O)O[C@@H]1[C@]2(C)[C@@H]([C@H]3[C@@H]1C3)[C@@H]3[C@@H]([C@@H]1[C@@]4(C[C@H](CC[C@]4(C)[C@H]3CC2)OC(C2=CC=CC=C2)=O)O1)Cl (17β-acetoxy-3β-benzoyloxy-7α-chloro-5,6β-epoxy-15β,16β-methylene-5β-androstane), CC(C)O (propan-2-ol). RXN SMILES: [C:1]([O:4][C@H:5]1[C@H:10]2[CH2:11][C@H:9]2[C@H:8]2[C@H:12]3[C@H:22]([CH2:23][CH2:24][C@:6]12[CH3:7])[C@:20]1([CH3:21])[C@@:15]2([O:34][C@@H:14]2[C@H:13]3Cl)[CH2:16][C@@H:17]([O:25][C:26](=[O:33])[C:27]2[CH:32]=[CH:31][CH:30]=[CH:29][CH:28]=2)[CH2:18][CH2:19]1)(=[O:3])[CH3:2].CC(O)C>C(O)(=O)C.[Zn]>[C:1]([O:4][C@H:5]1[C@H:10]2[CH2:11][C@H:9]2[C@H:8]2[C@H:12]3[C@H:22]([CH2:23][CH2:24][C@:6]12[CH3:7])[C@:20]1([CH3:21])[C@@:15]([OH:34])([CH2:16][C@@H:17]([O:25][C:26](=[O:33])[C:27]2[CH:32]=[CH:31][CH:30]=[CH:29][CH:28]=2)[CH2:18][CH2:19]1)[CH:14]=[CH:13]3)(=[O:3])[CH3:2]. Product: C(C)(=O)O[C@@H]1[C@]2(C)[C@@H]([C@H]3[C@@H]1C3)[C@@H]3C=C[C@@]1(C[C@H](CC[C@]1(C)[C@H]3CC2)OC(C2=CC=CC=C2)=O)O (17β-acetoxy-3β-benzoyloxy-15β,16β-methylene-5β-androst-6-en-5-ol). Starting materials: CC(C)(C)C(O)=C(C#N)C#N, ClCCl, ClP(Cl)(Cl)(Cl)Cl, O=S=O. Product: CC(C)(C)C(Cl)=C(C#N)C#N. RXN SMILES: [C:1](#[N:2])[C:3]([C:4]#[N:5])=[C:6]([C:7]([CH3:8])([CH3:9])[CH3:10])[OH:11].[CH2:21]([Cl:22])[Cl:23].[Cl:12][P:13]([Cl:14])([Cl:15])([Cl:16])[Cl:17].[O:18]=[S:19]=[O:20]>>[C:1](#[N:2])[C:3]([C:4]#[N:5])=[C:6]([C:7]([CH3:8])([CH3:9])[CH3:10])[Cl:12]. Starting materials: N1(CCNCC1)C(=O)OC(C)(C)C (1,1-dimethylethyl 1-piperazinecarboxylate), CCN(C(C)C)C(C)C (DIPEA), BrC1=C(C=C(C=C1)C(F)(F)F)S(=O)(=O)Cl (2-bromo-5-(trifluoromethyl)benzenesulfonyl chloride). Run in C(Cl)Cl (DCM). Reaction conditions: time 20 minute. Yields the product BrC1=C(C=C(C=C1)C(F)(F)F)S(=O)(=O)N1CCN(CC1)C(=O)OC(C)(C)C (1,1-dimethylethyl 4-{[2-bromo-5-(trifluoromethyl)phenyl]sulfonyl}-1-piperazinecarboxylate). As a reaction SMILES: [N:1]1([C:7]([O:9][C:10]([CH3:13])([CH3:12])[CH3:11])=[O:8])[CH2:6][CH2:5][NH:4][CH2:3][CH2:2]1.CCN(C(C)C)C(C)C.[Br:23][C:24]1[CH:29]=[CH:28][C:27]([C:30]([F:33])([F:32])[F:31])=[CH:26][C:25]=1[S:34](Cl)(=[O:36])=[O:35]>C(Cl)Cl>[Br:23][C:24]1[CH:29]=[CH:28][C:27]([C:30]([F:32])([F:31])[F:33])=[CH:26][C:25]=1[S:34]([N:4]1[CH2:5][CH2:6][N:1]([C:7]([O:9][C:10]([CH3:13])([CH3:12])[CH3:11])=[O:8])[CH2:2][CH2:3]1)(=[O:36])=[O:35]. Reported procedure: To a solution of 1,1-dimethylethyl 1-piperazinecarboxylate (1 g, 5.37 mmol) in DCM (40 ml) was added DIPEA (1.969 ml, 11.28 mmol) and then 2-bromo-5-(trifluoromethyl)benzenesulfonyl chloride (1.737 g, 5.37 mmol). The mixture was stirred for 1 h 20 min at room temperature before it was washed with water (50 ml), dried on a phase separation cartridge and concentrated under vacuum. Reactants: CC1=NC=CC(=C1)C#CC=1N=C(NC1)C (2-methyl-4-(2-methyl-1H-imidazol-4-ylethynyl)-pyridine), BrCCOC (2-bromoethyl-methylether). The product is COCCN1C(=NC(=C1)C#CC1=CC(=NC=C1)C)C (4-[1-(2-Methoxy-ethyl)-2-methyl-1H-imidazol-4-ylethynyl]-2-methyl-pyridine). As a reaction SMILES: [CH3:1][C:2]1[CH:7]=[C:6]([C:8]#[C:9][C:10]2[N:11]=[C:12]([CH3:15])[NH:13][CH:14]=2)[CH:5]=[CH:4][N:3]=1.Br[CH2:17][CH2:18][O:19][CH3:20]>>[CH3:20][O:19][CH2:18][CH2:17][N:13]1[CH:14]=[C:10]([C:9]#[C:8][C:6]2[CH:5]=[CH:4][N:3]=[C:2]([CH3:1])[CH:7]=2)[N:11]=[C:12]1[CH3:15]. Procedure details: The title compound, MS: m/e=256.2 (M+H+), was prepared in accordance with the general method of example 1 from 2-methyl-4-(2-methyl-1H-imidazol-4-ylethynyl)-pyridine and 2-bromoethyl-methylether.